This data is from the Open Reaction Database (ORD), a public repository of structured organic reaction records. The task is: describe an organic reaction: reactants, conditions, products, and yield Solvent: CC#N (MeCN). RXN SMILES: [F:1][C:2]([F:32])([F:31])[C:3]1[CH:8]=[CH:7][C:6]([C@@H:9]2[C:18]3[C:13](=[CH:14][CH:15]=[CH:16][CH:17]=3)[CH2:12][CH2:11][N:10]2[C:19](OC2C=CC([N+]([O-])=O)=CC=2)=[O:20])=[CH:5][CH:4]=1.[NH2:33][C:34]1[CH:35]=[N:36][C:37]([C:40]([F:43])([F:42])[F:41])=[CH:38][CH:39]=1.[H-].[Na+].O>CC#N>[F:31][C:2]([F:1])([F:32])[C:3]1[CH:4]=[CH:5][C:6]([C@@H:9]2[C:18]3[C:13](=[CH:14][CH:15]=[CH:16][CH:17]=3)[CH2:12][CH2:11][N:10]2[C:19]([NH:33][C:34]2[CH:35]=[N:36][C:37]([C:40]([F:43])([F:41])[F:42])=[CH:38][CH:39]=2)=[O:20])=[CH:7][CH:8]=1 |f:2.3|. Product: FC(C1=CC=C(C=C1)[C@H]1N(CCC2=CC=CC=C12)C(=O)NC=1C=NC(=CC1)C(F)(F)F)(F)F ((R)-1-(4-(Trifluoromethyl)phenyl)-N-(6-(trifluoromethyl)pyridin-3-yl)-3,4-dihydroisoquinoline-2(1H)-carboxamide). Run at time 8 hour. The reactants are O (H2O), FC(C1=CC=C(C=C1)[C@H]1N(CCC2=CC=CC=C12)C(=O)OC1=CC=C(C=C1)[N+](=O)[O-])(F)F ((R)-4-Nitrophenyl 1-(4-(trifluoromethyl)phenyl)-3,4-dihydroisoquinoline-2(1H)-carboxylate), NC=1C=NC(=CC1)C(F)(F)F (3-amino-6-(trifluoromethyl)pyridine), [H-].[Na+] (sodium hydride), oil. Reported procedure: To a solution of (R)-4-nitrophenyl 1-(4-(trifluoromethyl)phenyl)-3,4-dihydroisoquinoline-2(1H)-carboxylate (70 mg, 158 example 88) in MeCN (0.5 mL) was added 3-amino-6-(trifluoromethyl)pyridine (77 mg, 475 μmol). The resulting mixture was then subjected to a microwave irradiation at 150° C. for 15 min and at 180° C. for 15 min. Then, sodium hydride, 60% dispersion in mineral oil (18 mg, 475 μmol) was added and the mixture was stirred at RT for overnight. Then, H2O (0.5 mL) was added and the solv... The reactants are CC1=C(N=C(O1)C1=CC=CC=C1)COC1=NOC(=C1)COC1=C(C=O)C=CC=N1 (2-[[3-[(5-methyl-2-phenyl-4-oxazolyl)methoxy]-5-isoxazolyl]methoxy]nicotinaldehyde), O1CCCC1 (tetrahydrofuran), C(C)O (ethanol), [BH4-].[Na+] (sodium borohydride). Run in O (Water). Conditions: time 1 hour. The product is CC1=C(N=C(O1)C1=CC=CC=C1)COC1=NOC(=C1)COC1=NC=CC=C1CO ([2-[[3-[(5-methyl-2-phenyl-4-oxazolyl)methoxy]-5-isoxazolyl]methoxy]-3-pyridyl]methanol). The yield is 91.0%. RXN SMILES: [CH3:1][C:2]1[O:6][C:5]([C:7]2[CH:12]=[CH:11][CH:10]=[CH:9][CH:8]=2)=[N:4][C:3]=1[CH2:13][O:14][C:15]1[CH:19]=[C:18]([CH2:20][O:21][C:22]2[N:29]=[CH:28][CH:27]=[CH:26][C:23]=2[CH:24]=[O:25])[O:17][N:16]=1.O1CCCC1.C(O)C.[BH4-].[Na+]>O>[CH3:1][C:2]1[O:6][C:5]([C:7]2[CH:12]=[CH:11][CH:10]=[CH:9][CH:8]=2)=[N:4][C:3]=1[CH2:13][O:14][C:15]1[CH:19]=[C:18]([CH2:20][O:21][C:22]2[C:23]([CH2:24][OH:25])=[CH:26][CH:27]=[CH:28][N:29]=2)[O:17][N:16]=1 |f:3.4|. Reported procedure: To a mixture of 2-[[3-[(5-methyl-2-phenyl-4-oxazolyl)methoxy]-5-isoxazolyl]methoxy]nicotinaldehyde (1.64 g), tetrahydrofuran (20 ml) and ethanol (20 mL) was added sodium borohydride (80 mg) at 0° C., and the mixture was stirred at room temperature for 1 hr. Water was added to the reaction mixture, and the precipitated crystals were collected by filtration and recrystallized from ethyl acetate-isopropyl ether to give colorless needle crystals (1.50 g, 91%) of [2-[[3-[(5-methyl-2-phenyl-4-oxazolyl... The reactants are CC(C)O, CCOC(=O)c1cc2c(nc1C)C(Cl)CCCC2, N=C(N)N. Product: Cc1nc2c(cc1C(=O)NC(=N)N)CCCCC2Cl. Reaction SMILES: [CH3:23][CH:24]([OH:25])[CH3:26].[Cl:5][CH:6]1[CH2:7][CH2:8][CH2:9][CH2:10][c:11]2[c:12]1[n:13][c:14]([CH3:22])[c:15]([C:17](=[O:18])[O:19][CH2:20][CH3:21])[cH:16]2.[NH2:1][C:2]([NH2:3])=[NH:4]>>[NH:1]=[C:2]([NH2:3])[NH:4][C:17]([c:15]1[c:14]([CH3:22])[n:13][c:12]2[c:11]([cH:16]1)[CH2:10][CH2:9][CH2:8][CH2:7][CH:6]2[Cl:5])=[O:18]. Reactants: C1(CC1)C1=CC(=C(C(=O)OC)C=C1I)C (methyl 4-cyclopropyl-5-iodo-2-methylbenzoate), C1(CC1)C1=CC(=C(C(=O)OC)C=C1I)C (methyl 4-cyclopropyl-5-iodo-2-methylbenzoate), CN(C)C=O (DMF). Reagents/catalysts: [C-]#N.[C-]#N.[Zn+2] (Zn(CN)2), C=1C=CC(=CC1)[P](C=2C=CC=CC2)(C=3C=CC=CC3)[Pd]([P](C=4C=CC=CC4)(C=5C=CC=CC5)C=6C=CC=CC6)([P](C=7C=CC=CC7)(C=8C=CC=CC8)C=9C=CC=CC9)[P](C=1C=CC=CC1)(C=1C=CC=CC1)C=1C=CC=CC1 (Pd(PPh3)4). Conditions: temperature 100 celsius, time 8 hour. The product is C(#N)C=1C(=CC(=C(C(=O)OC)C1)C)C1CC1 (methyl 5-cyano-4-cyclopropyl-2-methylbenzoate). The yield is 81.0%. Reaction SMILES: [CH:1]1([C:4]2[C:13](I)=[CH:12][C:7]([C:8]([O:10][CH3:11])=[O:9])=[C:6]([CH3:15])[CH:5]=2)[CH2:3][CH2:2]1.[CH3:16][N:17](C=O)C>[C-]#N.[C-]#N.[Zn+2].C1C=CC([P]([Pd]([P](C2C=CC=CC=2)(C2C=CC=CC=2)C2C=CC=CC=2)([P](C2C=CC=CC=2)(C2C=CC=CC=2)C2C=CC=CC=2)[P](C2C=CC=CC=2)(C2C=CC=CC=2)C2C=CC=CC=2)(C2C=CC=CC=2)C2C=CC=CC=2)=CC=1>[C:16]([C:13]1[C:4]([CH:1]2[CH2:3][CH2:2]2)=[CH:5][C:6]([CH3:15])=[C:7]([CH:12]=1)[C:8]([O:10][CH3:11])=[O:9])#[N:17] |f:2.3.4,^1:29,31,50,69|. Reported procedure: To a solution of methyl 4-cyclopropyl-5-iodo-2-methylbenzoate (compound 142.2, 2.00 g, 6.01 mmol, 1.00 equiv, 95%) in DMF (16 mL) was added Zn(CN)2 (890 mg, 7.58 mmol, 1.27 equiv) and Pd(PPh3)4 (731 mg, 0.630 mmol, 0.11 equiv). The resulting solution was stirred at 100° C. under nitrogen overnight. After cooling to ambient temperature, the reaction was then quenched by the addition of 100 mL of FeSO4 (aq., sat.) and diluted with ethyl acetate. The resulting mixture was stirred vigorously then fi... The reactants are CN1C(C=2C(NC3=C1C=CC=C3)=CSC2)=O (4,9-dihydro-9-methyl-10H-thieno[3,4-b][1,5]benzodiazepin-10-one), C(CCCCC)(=O)Cl (hexanoyl chloride), C1=CC=CC=C1 (benzene). The solvent is CCCCCC (hexane). Conditions: time 4 hour. The product is C(CCCCC)(=O)N1C=2C(C(N(C3=C1C=CC=C3)C)=O)=CSC2 (4,9-Dihydro-4-hexanoyl-9-methyl-10H-thieno[3,4-b][1,5]benzodiazepin-10-one). As a reaction SMILES: [CH3:1][N:2]1[C:8]2[CH:9]=[CH:10][CH:11]=[CH:12][C:7]=2[NH:6][C:5]2=[CH:13][S:14][CH:15]=[C:4]2[C:3]1=[O:16].[C:17](Cl)(=[O:23])[CH2:18][CH2:19][CH2:20][CH2:21][CH3:22].C1C=CC=CC=1>CCCCCC>[C:17]([N:6]1[C:7]2[CH:12]=[CH:11][CH:10]=[CH:9][C:8]=2[N:2]([CH3:1])[C:3](=[O:16])[C:4]2=[CH:15][S:14][CH:13]=[C:5]12)(=[O:23])[CH2:18][CH2:19][CH2:20][CH2:21][CH3:22]. Reported procedure: A mixture of 7 g. of 4,9-dihydro-9-methyl-10H-thieno[3,4-b][1,5]benzodiazepin-10-one and 4.6 g. (4.8 ml.) of hexanoyl chloride in 70 ml. of benzene is heated with stirring under reflux for 3 hours. The reaction mixture is stirred with cooling in an ice bath for 2 hours, 150 ml. of hexane is added and the mixture is placed in a chill room. The solvents are removed in vacuo on a steam bath. A 10 ml. portion of ether is added to the residue and the mixture is returned to the chill room. The tan cry... The reactants are ClCCCBr, CC(C)=O, [K+], [K+], O=C([O-])[O-], COc1cc2c(cc1O)CCCC2=O. Yields the product COc1cc2c(cc1OCCCCl)CCCC2=O. As a reaction SMILES: [Br:21][CH2:22][CH2:23][CH2:24][Cl:25].[CH3:26][C:27](=[O:28])[CH3:29].[K+:15].[K+:16].[O-:17][C:18]([O-:19])=[O:20].[OH:1][c:2]1[cH:3][c:4]2[c:9]([cH:10][c:11]1[O:12][CH3:13])[C:8](=[O:14])[CH2:7][CH2:6][CH2:5]2>>[O:1]([c:2]1[cH:3][c:4]2[c:9]([cH:10][c:11]1[O:12][CH3:13])[C:8](=[O:14])[CH2:7][CH2:6][CH2:5]2)[CH2:22][CH2:23][CH2:24][Cl:25].